From a dataset of the Open Reaction Database (ORD), a public repository of structured organic reaction records. describe an organic reaction: reactants, conditions, products, and yield Starting materials: C1(=CC=CC=C1)CCCCCCOCC(CN=[N+]=[N-])O (3-(6-phenylhexyloxy)-2-hydroxypropylazide), [H-].[Al+3].[Li+].[H-].[H-].[H-] (lithium aluminum hydride). Run in O1CCCC1 (tetrahydrofuran). The product is C1(=CC=CC=C1)CCCCCCOCC(CN)O (3-(6-Phenylhexyloxy)-2-hydroxypropylamine). Isolated yield 77.0%. Reaction SMILES: [C:1]1([CH2:7][CH2:8][CH2:9][CH2:10][CH2:11][CH2:12][O:13][CH2:14][CH:15]([OH:20])[CH2:16][N:17]=[N+]=[N-])[CH:6]=[CH:5][CH:4]=[CH:3][CH:2]=1.[H-].[Al+3].[Li+].[H-].[H-].[H-]>O1CCCC1>[C:1]1([CH2:7][CH2:8][CH2:9][CH2:10][CH2:11][CH2:12][O:13][CH2:14][CH:15]([OH:20])[CH2:16][NH2:17])[CH:6]=[CH:5][CH:4]=[CH:3][CH:2]=1 |f:1.2.3.4.5.6|. Procedure details: A procedure similar to that described in Preparation 13 was repeated, except that 4.5 g of 3-(6-phenylhexyloxy)-2-hydroxypropylazide (prepared as described in Preparation 62), 1.23 g of lithium aluminum hydride and 150 ml of anhydrous tetrahydrofuran were used, to give 3.14 g of the title compound as a pale yellow oil having an Rf value of 0.12 (on silica gel thin layer chromatography, using a 5:1:1 by volume mixture of ethyl acetate, ethanol and triethylamine as the developing solvent).